The task is: describe an organic reaction: reactants, conditions, products, and yield. This data is from the Open Reaction Database (ORD), a public repository of structured organic reaction records. Reactants: C(CCC)N(C(=S)NC1=CC=CC=C1)CC(=C)Cl (N-butyl-N-(2-chloro-2-propenyl)-N'-phenylthiourea), S(O)(O)(=O)=O (sulfuric acid), C(O)([O-])=O.[Na+] (sodium hydrogen carbonate). Run in O (water). Conditions: temperature 50 celsius. Yields the product C1(=CC=CC=C1)N=C1SC(=CN1CCCC)C (2-(N-phenylimino)-3-butyl-5-methyl-4-thiazoline). Yield: 39.7%. Reaction SMILES: [CH2:1]([N:5]([CH2:15][C:16](Cl)=[CH2:17])[C:6]([NH:8][C:9]1[CH:14]=[CH:13][CH:12]=[CH:11][CH:10]=1)=[S:7])[CH2:2][CH2:3][CH3:4].S(=O)(=O)(O)O.C(=O)([O-])O.[Na+]>O>[C:9]1([N:8]=[C:6]2[N:5]([CH2:1][CH2:2][CH2:3][CH3:4])[CH:15]=[C:16]([CH3:17])[S:7]2)[CH:14]=[CH:13][CH:12]=[CH:11][CH:10]=1 |f:2.3|. Procedure: N-butyl-N-(2-chloro-2-propenyl)-N'-phenylthiourea (0.26 g) was added to 90% sulfuric acid (2.5 g) at room temperature with stirring, and the mixture was heated to 50° C. and stirred at the same temperature for 1.5 hour. After cooling, water was added to the reaction mixture, which was then neutralized by addition of sodium hydrogen carbonate and extracted with ethyl acetate. The organic layer was washed with water. The solvent was removed by distillation under reduced pressure, which afforded 0.... Yields the product C#Cc1ccc2c(c1)C(=Cc1[nH]ccc1OC)C(=O)N2. RXN SMILES: [Ag+:59].[C:1]([c:2]1[cH:3][c:4]2[c:5]([cH:6][cH:7]1)[NH:8][C:9](=[O:10])[C:11]2=[CH:12][c:13]1[nH:14][cH:15][cH:16][cH:17]1)#[CH:18].[CH3:19][O:20][c:21]1[c:22]([CH:26]=[C:27]2[C:28](=[O:42])[NH:29][c:30]3[cH:31][cH:32][c:33]([C:36]#[C:37][Si:38]([CH3:39])([CH3:40])[CH3:41])[cH:34][c:35]32)[nH:23][cH:24][cH:25]1.[CH3:46][CH2:47][OH:48].[K:43][C:44]#[N:45].[N+:55]([O-:56])([O-:57])=[O:58].[O:49]1[CH2:50][CH2:51][CH2:52][CH2:53]1.[OH2:54]>>[CH3:19][O:20][c:21]1[c:22]([CH:26]=[C:27]2[C:28](=[O:42])[NH:29][c:30]3[cH:31][cH:32][c:33]([C:36]#[CH:37])[cH:34][c:35]32)[nH:23][cH:24][cH:25]1. Starting materials: [Ag+], C#Cc1ccc2c(c1)C(=Cc1ccc[nH]1)C(=O)N2, COc1cc[nH]c1C=C1C(=O)Nc2ccc(C#C[Si](C)(C)C)cc21, CCO, N#C[K], O=[N+]([O-])[O-], C1CCOC1, O.